From a dataset of the Open Reaction Database (ORD), a public repository of structured organic reaction records. describe an organic reaction: reactants, conditions, products, and yield Reactants: ClC=1N=C(C2=C(N1)C(=NC=N2)SCC2=CC=CC1=CC=CC=C21)N2CCS(CC2)=O (2-chloro-8-(1-naphthylmethyl-thio)-4-(1-oxidothiomorpholino)-pyrimido-[5,4-d]-pyrimidine), N1CCNCC1 (piperazine). Yields the product C1(=CC=CC2=CC=CC=C12)CSC1=NC=NC2=C1N=C(N=C2N2CCS(CC2)=O)N2CCNCC2 (8-(1-Naphthylmethyl-thio)-4-(1-oxido-thiomorpholino)-2-piperazino-pyrimido-[5,4-d]-pyrimidine). As a reaction SMILES: Cl[C:2]1[N:3]=[C:4]([N:24]2[CH2:29][CH2:28][S:27](=[O:30])[CH2:26][CH2:25]2)[C:5]2[N:11]=[CH:10][N:9]=[C:8]([S:12][CH2:13][C:14]3[C:23]4[C:18](=[CH:19][CH:20]=[CH:21][CH:22]=4)[CH:17]=[CH:16][CH:15]=3)[C:6]=2[N:7]=1.[NH:31]1[CH2:36][CH2:35][NH:34][CH2:33][CH2:32]1>>[C:14]1([CH2:13][S:12][C:8]2[C:6]3[N:7]=[C:2]([N:31]4[CH2:36][CH2:35][NH:34][CH2:33][CH2:32]4)[N:3]=[C:4]([N:24]4[CH2:29][CH2:28][S:27](=[O:30])[CH2:26][CH2:25]4)[C:5]=3[N:11]=[CH:10][N:9]=2)[C:23]2[C:18](=[CH:19][CH:20]=[CH:21][CH:22]=2)[CH:17]=[CH:16][CH:15]=1. Procedure details: This compound was prepared analogous to Example 1 from 2-chloro-8-(1-naphthylmethyl-thio)-4-(1-oxidothiomorpholino)-pyrimido-[5,4-d]-pyrimidine (m.p.: 212°-215° C.) and piperazine. Reported procedure: tert-butyl(1-(4-(3-(methylsulfonyl)-8-phenyl-4,5-dihydro-2H-pyrazolo[3,4-f]quinolin-7-yl)phenyl)cyclobutyl)carbamate (40 mg, 0.070 mmol) was dissolved in TFA (2 mL) and stirred for 30 seconds. The solution was immediately concentrated to dryness under reduced pressure. The residue was dissolved in diethyl ether (˜2 mL) and concentrated to dryness under reduced pressure three times. The residue was then slurried in diethyl ether (2 mL) and after settling the supernatant solvent removed by pipette... Run at time 30 second. Run in C(=O)(C(F)(F)F)O (TFA). Isolated yield 54.6%. The product is CS(=O)(=O)C=1NN=C2C=3C=C(C(=NC3CCC21)C2=CC=C(C=C2)C2(CCC2)N)C2=CC=CC=C2 (1-(4-(3-(methylsulfonyl)-8-phenyl-4,5-dihydro-2H-pyrazolo[3,4-f]quinolin-7-yl)phenyl)cyclobutanamine). Reactants: C(C)(C)(C)OC(NC1(CCC1)C1=CC=C(C=C1)C1=NC=2CCC=3C(C2C=C1C1=CC=CC=C1)=NNC3S(=O)(=O)C)=O (tert-butyl(1-(4-(3-(methylsulfonyl)-8-phenyl-4,5-dihydro-2H-pyrazolo[3,4-f]quinolin-7-yl)phenyl)cyclobutyl)carbamate). RXN SMILES: C(OC(=O)[NH:7][C:8]1([C:12]2[CH:17]=[CH:16][C:15]([C:18]3[C:27]([C:28]4[CH:33]=[CH:32][CH:31]=[CH:30][CH:29]=4)=[CH:26][C:25]4[C:24]5=[N:34][NH:35][C:36]([S:37]([CH3:40])(=[O:39])=[O:38])=[C:23]5[CH2:22][CH2:21][C:20]=4[N:19]=3)=[CH:14][CH:13]=2)[CH2:11][CH2:10][CH2:9]1)(C)(C)C>C(O)(C(F)(F)F)=O>[CH3:40][S:37]([C:36]1[NH:35][N:34]=[C:24]2[C:23]=1[CH2:22][CH2:21][C:20]1[N:19]=[C:18]([C:15]3[CH:16]=[CH:17][C:12]([C:8]4([NH2:7])[CH2:9][CH2:10][CH2:11]4)=[CH:13][CH:14]=3)[C:27]([C:28]3[CH:29]=[CH:30][CH:31]=[CH:32][CH:33]=3)=[CH:26][C:25]2=1)(=[O:38])=[O:39]. Reactants: FC1=CC=C(C=C1)C(CCCCCC(=O)OCC)C1=C(C(=C(C(=C1C)C=CC(C)=O)C)C)O (ethyl 7-(4-fluorophenyl)-7-[2-hydroxy-5-(3-oxobutenyl)-3,4,6-trimethylphenyl]heptanoate), [OH-].[Na+] (sodium hydroxide). Run in O1CCCC1 (tetrahydrofuran). Run at time 15 hour. Yields the product FC1=CC=C(C=C1)C(CCCCCC(=O)O)C1=C(C(=C(C(=C1C)C=CC(C)=O)C)C)O (7-(4-fluorophenyl)-7-[2-hydroxy-5-(3-oxobutenyl)-3,4,6-trimethylphenyl]heptanoic acid). Isolated yield 95.4%. As a reaction SMILES: [F:1][C:2]1[CH:7]=[CH:6][C:5]([CH:8]([C:19]2[C:24]([CH3:25])=[C:23]([CH:26]=[CH:27][C:28](=[O:30])[CH3:29])[C:22]([CH3:31])=[C:21]([CH3:32])[C:20]=2[OH:33])[CH2:9][CH2:10][CH2:11][CH2:12][CH2:13][C:14]([O:16]CC)=[O:15])=[CH:4][CH:3]=1.[OH-].[Na+]>O1CCCC1>[F:1][C:2]1[CH:3]=[CH:4][C:5]([CH:8]([C:19]2[C:24]([CH3:25])=[C:23]([CH:26]=[CH:27][C:28](=[O:30])[CH3:29])[C:22]([CH3:31])=[C:21]([CH3:32])[C:20]=2[OH:33])[CH2:9][CH2:10][CH2:11][CH2:12][CH2:13][C:14]([OH:16])=[O:15])=[CH:6][CH:7]=1 |f:1.2|. Procedure details: To a solution of ethyl 7-(4-fluorophenyl)-7-[2-hydroxy-5-(3-oxobutenyl)-3,4,6-trimethylphenyl]heptanoate (0.95 g) in tetrahydrofuran (15 ml) was added aqueous 1N sodium hydroxide (5 ml) and the mixture was stirred at room temperature for 15 hours. The solvent was distilled off under reduced pressure and the residue was acidified by addition of 1N hydrochloric acid and extracted with ethyl acetate. The organic layer was washed in turn with water and saturated saline and dried with anhydrous magne... RXN SMILES: [CH2:1]([O:3][CH:4]([O:2][CH2:26][CH3:27])[CH2:5][N:6]([C:7]([CH2:8][CH2:9][O:10][CH2:11][CH2:12][c:13]1[cH:14][cH:15][cH:16][cH:17][cH:18]1)=[O:19])[c:20]1[cH:21][cH:22][cH:23][cH:24][cH:25]1)[CH3:28].[Cl:30][CH2:31][Cl:32].[ClH:29].[O:33]1[CH2:34][CH2:35][O:36][CH2:37][CH2:38]1>>[O:3]=[CH:4][CH2:5][N:6]([C:7]([CH2:8][CH2:9][O:10][CH2:11][CH2:12][c:13]1[cH:14][cH:15][cH:16][cH:17][cH:18]1)=[O:19])[c:20]1[cH:21][cH:22][cH:23][cH:24][cH:25]1. Product: O=CCN(C(=O)CCOCCc1ccccc1)c1ccccc1. Reactants: CCOC(CN(C(=O)CCOCCc1ccccc1)c1ccccc1)OCC, ClCCl, Cl, C1COCCO1. Starting materials: CCn1c(=O)n(-c2ccc(O)cc2)c2ncc(OC)cc21, Cn1c(S(C)(=O)=O)nc2cccnc21, [H-], [Na+], CN(C)C=O. Yields the product CCn1c(=O)n(-c2ccc(Oc3nc4cccnc4n3C)cc2)c2ncc(OC)cc21. RXN SMILES: [CH2:15]([CH3:16])[n:17]1[c:18](=[O:35])[n:19](-[c:28]2[cH:29][cH:30][c:31]([OH:34])[cH:32][cH:33]2)[c:20]2[n:21][cH:22][c:23]([O:26][CH3:27])[cH:24][c:25]12.[CH3:1][n:2]1[c:3]([S:11]([CH3:12])(=[O:13])=[O:14])[n:4][c:5]2[c:6]1[n:7][cH:8][cH:9][cH:10]2.[H-:37].[Na+:36].[O:38]=[CH:39][N:40]([CH3:41])[CH3:42]>>[CH3:1][n:2]1[c:3]([O:34][c:31]2[cH:30][cH:29][c:28](-[n:19]3[c:18](=[O:35])[n:17]([CH2:15][CH3:16])[c:25]4[c:20]3[n:21][cH:22][c:23]([O:26][CH3:27])[cH:24]4)[cH:33][cH:32]2)[n:4][c:5]2[c:6]1[n:7][cH:8][cH:9][cH:10]2. The reactants are BrC=1C=C(C=C(C1OC)Br)C(=O)N1C2=C(OCC1)N=CC(=C2)C=2C=NC=CC2 ((3,5-dibromo-4-methoxy-phenyl)-(7-pyridin-3-yl-2,3-dihydro-pyrido[2,3-b][1,4]oxazin-1-yl)-methanone), B(Br)(Br)Br (Boron tribromide). Solvent: ClCCl (dichloromethane), ClCCl (dichloromethane), CCCCCC (n-hexane). Run at time 15 hour. Product: BrC=1C=C(C=C(C1O)Br)C(=O)N1C2=C(OCC1)N=CC(=C2)C=2C=NC=CC2 ((3,5-dibromo-4-hydroxy-phenyl)-(7-pyridin-3-yl-2,3-dihydro-pyrido[2,3-b][1,4]oxazin-1-yl]-methanone). The yield is 53.1%. RXN SMILES: [Br:1][C:2]1[CH:3]=[C:4]([C:11]([N:13]2[CH2:18][CH2:17][O:16][C:15]3[N:19]=[CH:20][C:21]([C:23]4[CH:24]=[N:25][CH:26]=[CH:27][CH:28]=4)=[CH:22][C:14]2=3)=[O:12])[CH:5]=[C:6]([Br:10])[C:7]=1[O:8]C.B(Br)(Br)Br>ClCCl.CCCCCC>[Br:1][C:2]1[CH:3]=[C:4]([C:11]([N:13]2[CH2:18][CH2:17][O:16][C:15]3[N:19]=[CH:20][C:21]([C:23]4[CH:24]=[N:25][CH:26]=[CH:27][CH:28]=4)=[CH:22][C:14]2=3)=[O:12])[CH:5]=[C:6]([Br:10])[C:7]=1[OH:8]. Procedure: In a 5 ml flask, (3,5-dibromo-4-methoxy-phenyl)-(7-pyridin-3-yl-2,3-dihydro-pyrido[2,3-b][1,4]oxazin-1-yl)-methanone (35 mg, 0.069 mmol) was dissolved in dichloromethane (1 ml), and the mixture was cooled to 0□. 1.0M Boron tribromide dissolved in dichloromethane (0.4 ml, 0.415 mmol) was added thereto and then stirred at room temperature for 15 hours. n-hexane solvent was added thereto and the formed solid was filtered. The resulting solid was dissolved in methanol and concentrated. After dissolv... The reactants are CN1CCNCC1 (N-Methylpiperazine), O1C(=O)CCC2=CC=CC=C12 (3,4-dihydrocoumarine). Reaction conditions: temperature 80 celsius, time 2 hour. Product: OC1=C(C=CC=C1)CCC(=O)N1CCN(CC1)C (3-(2-Hydroxyphenyl)-1-(4-methylpiperazino)-1-propanone). Yield: 103.4%. As a reaction SMILES: [CH3:1][N:2]1[CH2:7][CH2:6][NH:5][CH2:4][CH2:3]1.[O:8]1[C:18]2[C:13](=[CH:14][CH:15]=[CH:16][CH:17]=2)[CH2:12][CH2:11][C:9]1=[O:10]>>[OH:8][C:18]1[CH:17]=[CH:16][CH:15]=[CH:14][C:13]=1[CH2:12][CH2:11][C:9]([N:5]1[CH2:6][CH2:7][N:2]([CH3:1])[CH2:3][CH2:4]1)=[O:10]. Procedure: N-Methylpiperazine (1.23 g) was added to 3,4-dihydrocoumarine (1.80 g) and stirred for 2 hours at 80° C., thereby yielding the entitled compound (3.12 g) as pale brown solid. Reactants: Cc1c(N)nc(Br)c2ccccc12, C1COCCN1, O. Yields the product Cc1c(N)nc(C2CNCCO2)c2ccccc12. Reaction SMILES: [Br:1][c:2]1[n:3][c:4]([NH2:13])[c:5]([CH3:12])[c:6]2[cH:7][cH:8][cH:9][cH:10][c:11]12.[CH2:14]1[CH2:15][O:16][CH2:17][CH2:18][NH:19]1.[OH2:20]>>[c:2]1([CH:15]2[CH2:14][NH:19][CH2:18][CH2:17][O:16]2)[n:3][c:4]([NH2:13])[c:5]([CH3:12])[c:6]2[cH:7][cH:8][cH:9][cH:10][c:11]12. Starting materials: C(=O)(O)C1=CC=C(O1)C1=NN(C2=CC=CC=C12)CCC1=CC=CC=C1 (3-(5-carboxy-2-furyl)-1-(2-phenylethyl)indazole), S(O)(O)(=O)=O (sulfuric acid), C(C)O (ethanol), C1(=CC=CC=C1)C (toluene). The solvent is O (water). Run at time 3 hour. Yields the product C(C)OC(=O)C1=CC=C(O1)C1=NN(C2=CC=CC=C12)CCC1=CC=CC=C1 (3-(5-Ethoxycarbonyl-2-furyl)-1-(2-phenylethyl)indazole). The yield is 46.0%. Reaction SMILES: [C:1]([C:4]1[O:8][C:7]([C:9]2[C:17]3[C:12](=[CH:13][CH:14]=[CH:15][CH:16]=3)[N:11]([CH2:18][CH2:19][C:20]3[CH:25]=[CH:24][CH:23]=[CH:22][CH:21]=3)[N:10]=2)=[CH:6][CH:5]=1)([OH:3])=[O:2].[CH2:26](O)[CH3:27].C1(C)C=CC=CC=1.S(=O)(=O)(O)O>O>[CH2:26]([O:2][C:1]([C:4]1[O:8][C:7]([C:9]2[C:17]3[C:12](=[CH:13][CH:14]=[CH:15][CH:16]=3)[N:11]([CH2:18][CH2:19][C:20]3[CH:25]=[CH:24][CH:23]=[CH:22][CH:21]=3)[N:10]=2)=[CH:6][CH:5]=1)=[O:3])[CH3:27]. Procedure: 0.8 g (2.4 mmol) of 3-(5-carboxy-2-furyl)-1-(2-phenylethyl)indazole were admixed with 25 ml of ethanol, 150 ml of toluene and 2 ml of conc. sulfuric acid and heated on a water separator for 3 h. Silica gel chromatography using dichloromethanelhexane (2:1) of the residue that was obtained after concentration using a rotary evaporator gave 400 mg (46%) of the title compound.